This data is from the Open Reaction Database (ORD), a public repository of structured organic reaction records. The task is: describe an organic reaction: reactants, conditions, products, and yield Reaction SMILES: [CH2:34]([CH2:35][O:36][CH3:37])[O:38][CH3:39].[Cl-:33].[F:1][C:2]([F:3])([F:4])[S:5]([O:6][C:7]1=[CH:14][CH2:13][CH:12]2[CH2:11][N:10]([C:16](=[O:17])[O:18][CH2:19][CH3:20])[CH2:9][CH:8]1[CH2:15]2)(=[O:21])=[O:22].[Li+:32].[Na+:40].[Na+:41].[O-:42][C:43](=[O:44])[O-:45].[n:23]1[cH:24][c:25]([B:29]([OH:30])[OH:31])[cH:26][cH:27][cH:28]1>>[C:7]1([c:25]2[cH:24][n:23][cH:28][cH:27][cH:26]2)=[CH:14][CH2:13][CH:12]2[CH2:11][N:10]([C:16](=[O:17])[O:18][CH2:19][CH3:20])[CH2:9][CH:8]1[CH2:15]2. Reactants: COCCOC, [Cl-], CCOC(=O)N1CC2CC=C(OS(=O)(=O)C(F)(F)F)C(C2)C1, [Li+], [Na+], [Na+], O=C([O-])[O-], OB(O)c1cccnc1. Product: CCOC(=O)N1CC2CC=C(c3cccnc3)C(C2)C1.